From a dataset of the Open Reaction Database (ORD), a public repository of structured organic reaction records. describe an organic reaction: reactants, conditions, products, and yield Reactants: CCOP(=O)(OCC)OCC, COc1cc(C)c2c(Cl)c(OC)ccc2n1, CO, [K+], O=[N+]([O-])[O-]. Product: COc1cc(C)c2c(Cl)c(OC)cc([N+](=O)[O-])c2n1. RXN SMILES: [CH2:1]([O:2][P:3]([O:4][CH2:5][CH3:6])([O:7][CH2:8][CH3:9])=[O:10])[CH3:11].[CH3:12][O:13][c:14]1[n:15][c:16]2[cH:17][cH:18][c:19]([O:26][CH3:27])[c:20]([Cl:25])[c:21]2[c:22]([CH3:24])[cH:23]1.[CH3:33][OH:34].[K+:28].[O-:29][N+:30]([O-:31])=[O:32]>>[CH3:12][O:13][c:14]1[n:15][c:16]2[c:17]([N+:30](=[O:29])[O-:31])[cH:18][c:19]([O:26][CH3:27])[c:20]([Cl:25])[c:21]2[c:22]([CH3:24])[cH:23]1. Run at temperature -78 celsius, time 5 minute. As a reaction SMILES: [CH3:1][O:2][C:3]1[CH:18]=[CH:17][C:6]([CH2:7][N:8]2[CH2:14][CH:13]3[C:15](=[O:16])[CH:10]([CH2:11][CH2:12]3)[CH2:9]2)=[CH:5][CH:4]=1.[CH3:19][O:20][C:21]1[CH:22]=[C:23]([Mg]Br)[CH:24]=[CH:25][CH:26]=1>C1COCC1>[CH3:1][O:2][C:3]1[CH:4]=[CH:5][C:6]([CH2:7][N:8]2[CH2:9][CH:10]3[C:15]([C:25]4[CH:24]=[CH:23][CH:22]=[C:21]([O:20][CH3:19])[CH:26]=4)([OH:16])[CH:13]([CH2:12][CH2:11]3)[CH2:14]2)=[CH:17][CH:18]=1. Starting materials: COC=1C=C(C=CC1)[Mg]Br (3-methoxyphenylmagnesiumbromide), COC1=CC=C(CN2CC3CCC(C2)C3=O)C=C1 (3-(4-Methoxy-benzyl)-3-aza-bicyclo[3.2.1]octan-8-one). Yields the product COC1=CC=C(CN2CC3CCC(C2)C3(O)C3=CC(=CC=C3)OC)C=C1 (3-(4-Methoxy-benzyl)-8-(3-methoxy-phenyl)-3-aza-bicyclo[3.2.1]octan-8-ol). The solvent is C1CCOC1 (THF), C1CCOC1 (THF). Reported procedure: 3-(4-Methoxy-benzyl)-3-aza-bicyclo[3.2.1]octan-8-one (1.09 g, 4.44 mmol) was azeotroped from THF (3×50 mL) then dissolved in anhydrous THF (20 mL) under N2 and cooled to −78° C. This was treated with 3-methoxyphenylmagnesiumbromide (4.89 mL, 4.89 mmol) dropwise and stirred at −78° C. for 5 min, then warmed to room temperature. The reaction was quenched with 1N HCl (pH 1), washed with ether (2×50 mL), then the organic layer was back extracted with water (1×50 mL). The combined aqueous layers were... Yield: 111.5%. The reactants are C(=O)C1=CC=C(C(=O)NC=2SC=CN2)C=C1 (4-formyl-N-(2-thiazolyl)benzamide), FC1=C(C=CC(=C1)F)[C@@](CN1N=CN=C1)([C@@H](C)SC(CO)CO)O ((2R,3R)-2-(2,4-difluorophenyl)-3-[[1-(hydroxymethyl)-2-hydroxyethyl]thio]-1-(1H-1,2,4-triazol-1-yl)-2-butanol), O.C1(=CC=C(C=C1)S(=O)(=O)O)C (p-toluenesulfonic acid monohydrate). The product is FC1=C(C=CC(=C1)F)[C@]([C@@H](C)S[C@H]1CO[C@@H](OC1)C1=CC=C(C(=O)NC=2SC=CN2)C=C1)(CN1N=CN=C1)O (4-[trans-5-[[(1R,2R)-2-(2,4-Difluorophenyl)-2-hydroxy-1-methyl-3-(1H-1,2,4-triazol-1-yl)propyl]thio]-1,3-dioxan-2-yl]-N-(2-thiazolyl)benzamide). The yield is 15.0%. RXN SMILES: [CH:1]([C:3]1[CH:16]=[CH:15][C:6]([C:7]([NH:9][C:10]2[S:11][CH:12]=[CH:13][N:14]=2)=[O:8])=[CH:5][CH:4]=1)=[O:2].[F:17][C:18]1[CH:23]=[C:22]([F:24])[CH:21]=[CH:20][C:19]=1[C@:25]([OH:40])([C@H:32]([S:34][CH:35]([CH2:38]O)[CH2:36][OH:37])[CH3:33])[CH2:26][N:27]1[CH:31]=[N:30][CH:29]=[N:28]1.O.C1(C)C=CC(S(O)(=O)=O)=CC=1>>[F:17][C:18]1[CH:23]=[C:22]([F:24])[CH:21]=[CH:20][C:19]=1[C@@:25]([OH:40])([CH2:26][N:27]1[CH:31]=[N:30][CH:29]=[N:28]1)[C@H:32]([S:34][C@@H:35]1[CH2:36][O:37][C@@H:1]([C:3]2[CH:4]=[CH:5][C:6]([C:7]([NH:9][C:10]3[S:11][CH:12]=[CH:13][N:14]=3)=[O:8])=[CH:15][CH:16]=2)[O:2][CH2:38]1)[CH3:33] |f:2.3|. Procedure: In the same manner as that described in Example 1(2), a reaction was carried out using 4-formyl-N-(2-thiazolyl)benzamide, obtained in Example 27(1) (200 mg, 0.86 mmol), (2R,3R)-2-(2,4-difluorophenyl)-3-[[1-(hydroxymethyl)-2-hydroxyethyl]thio]-1-(1H-1,2,4-triazol-1-yl)-2-butanol (270 mg, 0.75 mmol) and p-toluenesulfonic acid monohydrate (357 mg, 1.88 mmol) and the reaction mixture was treated using a similar procedure to that described in Example 1(2) to afford the trans isomer of the title compo... Procedure details: Using the same reaction conditions as in Example 14, 1-(4-methyl-pyridin-3-yl)-imidazolidin-2-one (I-14b: 0.1 g, 0.00057 mol) was reacted with 5-bromo-2-methyl-benzooxazole (0.119 g, 0.000597 mol), 1,4-dioxane (20 mL), copper iodide (0.01 g, 0.000057 mol), trans-1,2-diamino cyclohexane (0.019 g, 0.00017 mol) and potassium phosphate (0.242 g, 0.00114 mol) to afford the crude product. Purification by column chromatography on silica gel (2% MeOH in CHCl3), followed by preparative HPLC afforded 29 m... The solvent is O1CCOCC1 (1,4-dioxane). As a reaction SMILES: [CH3:1][C:2]1[CH:7]=[CH:6][N:5]=[CH:4][C:3]=1[N:8]1[CH2:12][CH2:11][NH:10][C:9]1=[O:13].Br[C:15]1[CH:16]=[CH:17][C:18]2[O:22][C:21]([CH3:23])=[N:20][C:19]=2[CH:24]=1.N[C@@H]1CCCC[C@H]1N.P([O-])([O-])([O-])=O.[K+].[K+].[K+]>[Cu](I)I.O1CCOCC1>[CH3:23][C:21]1[O:22][C:18]2[CH:17]=[CH:16][C:15]([N:10]3[CH2:11][CH2:12][N:8]([C:3]4[CH:4]=[N:5][CH:6]=[CH:7][C:2]=4[CH3:1])[C:9]3=[O:13])=[CH:24][C:19]=2[N:20]=1 |f:3.4.5.6|. The reagents and catalysts are [Cu](I)I (copper iodide). Reactants: CC1=C(C=NC=C1)N1C(NCC1)=O (1-(4-methyl-pyridin-3-yl)-imidazolidin-2-one), BrC=1C=CC2=C(N=C(O2)C)C1 (5-bromo-2-methyl-benzooxazole), N[C@H]1[C@@H](CCCC1)N (trans-1,2-diamino cyclohexane), P(=O)([O-])([O-])[O-].[K+].[K+].[K+] (potassium phosphate). Isolated yield 16.5%. The product is CC=1OC2=C(N1)C=C(C=C2)N2C(N(CC2)C=2C=NC=CC2C)=O (1-(2-Methyl-benzooxazol-5-yl)-3-(4-methyl-pyridin-3-yl)-imidazolidin-2-one). The reactants are CC#N, Cn1cccc(C=O)c1=S, BrCSc1ccccc1. The product is [Br-], C[n+]1cccc(C=O)c1SCSc1ccccc1. Reaction SMILES: [CH3:20][C:21]#[N:22].[CH:10](=[O:11])[c:12]1[c:13](=[S:19])[n:14]([CH3:18])[cH:15][cH:16][cH:17]1.[c:1]1([S:7][CH2:8][Br:9])[cH:2][cH:3][cH:4][cH:5][cH:6]1>>[Br-:9].[c:1]1([S:7][CH2:8][S:19][c:13]2[c:12]([CH:10]=[O:11])[cH:17][cH:16][cH:15][n+:14]2[CH3:18])[cH:2][cH:3][cH:4][cH:5][cH:6]1. RXN SMILES: [CH3:16].[CH3:1][C:2]1([CH2:11][CH2:12][C:13](=[O:14])[OH:15])[NH:3][CH2:4][CH2:5][c:6]2[c:7]1[cH:8][cH:9][nH:10]2>>[CH3:1][C:2]12[N:3]([CH2:4][CH2:5][c:6]3[c:7]1[cH:8][cH:9][nH:10]3)[C:13](=[O:15])[CH2:12][CH2:11]2. The reactants are [CH3], CC1(CCC(=O)O)NCCc2[nH]ccc21. The product is CC12CCC(=O)N1CCc1[nH]ccc12. Reactants: NCCN([C@H](C(=O)NC=1SC=CN1)CC1CCCCC1)C(CCl)=O ((S)-2-[(2-Amino-ethyl)-(2-chloro-acetyl)-amino]-3-cyclohexyl-N-thiazol-2-yl-propionamide), CCN(C(C)C)C(C)C (DIEA). Solvent: CN(C)C=O (DMF), O (water). Product: C1(CCCCC1)C[C@@H](C(=O)NC=1SC=CN1)N1C(CNCC1)=O ((S)-3-Cyclohexyl-2-(2-oxo-piperazin-1-yl)-N-thiazol-2-yl-propionamide). Yield: 90.1%. RXN SMILES: [NH2:1][CH2:2][CH2:3][N:4]([C:21](=[O:24])[CH2:22]Cl)[C@@H:5]([CH2:14][CH:15]1[CH2:20][CH2:19][CH2:18][CH2:17][CH2:16]1)[C:6]([NH:8][C:9]1[S:10][CH:11]=[CH:12][N:13]=1)=[O:7].CCN(C(C)C)C(C)C>CN(C=O)C.O>[CH:15]1([CH2:14][C@H:5]([N:4]2[CH2:3][CH2:2][NH:1][CH2:22][C:21]2=[O:24])[C:6]([NH:8][C:9]2[S:10][CH:11]=[CH:12][N:13]=2)=[O:7])[CH2:20][CH2:19][CH2:18][CH2:17][CH2:16]1. Procedure details: A solution of compound 12E (1.12 g, 2.5 mmol) and DIEA (1.4 ml, 8 mmol) in DMF (15 ml) was maintained at ambient temperature for 30 minutes. Reaction mixture was diluted with water (150 ml) and extracted with EtOAc (2×150 ml). Organic layer was washed with 5% aq. sodium bicarbonate (100 ml) and brine (100 ml), dried over anh. MgSO4 and evaporated in vacuum to provide target product (758 mg, 90%) as light yellow oil. LC-MS [M+H] 337.2 (C16H24N4O2S+H, requires 337.46). Starting materials: CN1CCNCC1 (1-methylpiperazine), BrCCC1=CNC2=CC=CC=C12 (3-(2-Bromo-ethyl)-indole). Run in C(Cl)(Cl)Cl (CHCl3). Reaction conditions: temperature 75 celsius, time 5 hour. Yields the product CN1CCN(CC1)CCC1=CNC2=CC=CC=C12 (3-(2-(4-Methylpiperazin-1-yl)ethyl)-1H-indole). Reaction SMILES: Br[CH2:2][CH2:3][C:4]1[C:12]2[C:7](=[CH:8][CH:9]=[CH:10][CH:11]=2)[NH:6][CH:5]=1.[CH3:13][N:14]1[CH2:19][CH2:18][NH:17][CH2:16][CH2:15]1>C(Cl)(Cl)Cl>[CH3:13][N:14]1[CH2:19][CH2:18][N:17]([CH2:2][CH2:3][C:4]2[C:12]3[C:7](=[CH:8][CH:9]=[CH:10][CH:11]=3)[NH:6][CH:5]=2)[CH2:16][CH2:15]1. Procedure details: 3-(2-Bromo-ethyl)-indole (3.00 g, 13.39 mmol) was initially introduced into abs. CHCl3 (25 ml), and 1-methylpiperazine (2.68 g, 26.8 mmol) was added. The mixture was stirred at a bath temperature of 75° C. for 5 h and at RT overnight. The mixture was extracted dilute sulfuric acid (2×30 ml), the acidic aqueous phase was rendered alkaline with 5N NaOH, while cooling with ice, and the mixture was extracted with ether (3×30 ml). The organic phase was dried over Na2SO4 and concentrated i. vac. Yield... Starting materials: C(C1=CC=CC=C1)OC(=O)N1CC(C1)(C(=O)O)CO (3-Hydroxymethyl-azetidine-1,3-dicarboxylic acid monobenzyl ester), CS(=O)(=O)Cl (methanesulphonic chloride). The solvent is C(Cl)Cl (CH2Cl2). Yields the product C(C1=CC=CC=C1)OC(=O)N1CC(C1)COS(=O)(=O)C (3-Methanesulfonyloxymethyl-azetidine-1-carboxylic Acid Benzyl Ester). As a reaction SMILES: [CH2:1]([O:8][C:9]([N:11]1[CH2:14][C:13](CO)([C:15]([OH:17])=O)[CH2:12]1)=[O:10])[C:2]1[CH:7]=[CH:6][CH:5]=[CH:4][CH:3]=1.[CH3:20][S:21](Cl)(=[O:23])=[O:22]>C(Cl)Cl>[CH2:1]([O:8][C:9]([N:11]1[CH2:14][CH:13]([CH2:15][O:17][S:21]([CH3:20])(=[O:23])=[O:22])[CH2:12]1)=[O:10])[C:2]1[CH:7]=[CH:6][CH:5]=[CH:4][CH:3]=1. Procedure: 3-Hydroxymethyl-azetidine-1,3-dicarboxylic acid monobenzyl ester (6.6 g) was dissolved in CH2Cl2 (100 mL) and brought to −15 C. While stirring, TEA was added (3 eq, 9.43 g) followed by methanesulphonic chloride (2.0 eq, 7.69 g) and allowed to come to RT and stirred for 1 h. The resulting organic solution was extracted with water (3×100 mL). The organic layer was dried over Na2SO4 and evaporated to give the desired product as a clear oil which was used without further purification.